Dataset: the Open Reaction Database (ORD), a public repository of structured organic reaction records. Task: describe an organic reaction: reactants, conditions, products, and yield Starting materials: NC1=C(C(=O)O)C=C(C=C1)Cl (2-amino-5-chloro-benzoic acid), C(C)OC(CC)(OCC)C1=CC=CC=C1 ((1,1-diethoxy-propyl)-benzene). The solvent is C1=CC=C(C=C1)C2=CC=CC=C2.C1=CC=C(C=C1)OC2=CC=CC=C2 (Dowtherm A). Product: ClC=1C=C2C(C(=C(NC2=CC1)C1=CC=CC=C1)C)=O (6-chloro-3-methyl-2-phenyl-1H-quinolin-4-one). Isolated yield 44.8%. Reaction SMILES: [NH2:1][C:2]1[CH:10]=[CH:9][C:8]([Cl:11])=[CH:7][C:3]=1[C:4]([OH:6])=O.C(O[C:15]([C:21]1[CH:26]=[CH:25][CH:24]=[CH:23][CH:22]=1)(OCC)[CH2:16][CH3:17])C>C1C=CC(C2C=CC=CC=2)=CC=1.C1C=CC(OC2C=CC=CC=2)=CC=1>[Cl:11][C:8]1[CH:7]=[C:3]2[C:2](=[CH:10][CH:9]=1)[NH:1][C:15]([C:21]1[CH:26]=[CH:25][CH:24]=[CH:23][CH:22]=1)=[C:16]([CH3:17])[C:4]2=[O:6] |f:2.3|. Procedure details: To a mixture of 2-amino-5-chloro-benzoic acid (0.82 g, 4.80 mmol) in Dowtherm A (20 mL), was added the compound of Step A (1.0 g, 4.80 mmol). The mixture was warmed to reflux for 15 hours, then cooled to room temperature. Upon cooling, a white precipitate formed which was collected by filtration. The solid was triturated with diisopropyl ether followed by methylene chloride to give the title compound (0.58 g, 45%), m.p. 296-302° C. Anal. calcd. for C16H12CINO: C, 71.25; H, 4.48; N, 5.19. Found: ...